From a dataset of the Open Reaction Database (ORD), a public repository of structured organic reaction records. describe an organic reaction: reactants, conditions, products, and yield Reactants: ClC1=NC(=CC(=C1)N)Cl (2,6-dichloropyridin-4-amine), COC=C1C(OC(OC1=O)(C)C)=O (5-(methoxymethylene)-2,2-dimethyl-1,3-dioxane-4,6-dione). Solvent: CC(C)O (IPA). Reaction conditions: temperature 100 celsius. Yields the product ClC1=C2C(=CC=NC2=CC(=N1)Cl)O (5,7-dichloro-1,6-naphthyridin-4-ol). Yield: 61.8%. Reaction SMILES: [Cl:1][C:2]1[CH:7]=[C:6]([NH2:8])[CH:5]=[C:4]([Cl:9])[N:3]=1.C[O:11][CH:12]=[C:13]1C(=O)OC(C)(C)O[C:14]1=O>CC(O)C>[Cl:9][C:4]1[N:3]=[C:2]([Cl:1])[CH:7]=[C:6]2[C:5]=1[C:12]([OH:11])=[CH:13][CH:14]=[N:8]2. Procedure details: To a flask equipped with a reflux condenser, 2,6-dichloropyridin-4-amine (2.00 g, 12.27 mmol) and 5-(methoxymethylene)-2,2-dimethyl-1,3-dioxane-4,6-dione (2.398 g, 12.88 mmol) were dissolved in IPA (12.00 mL) and heated to 100° C. for 1 hour. The reaction was cooled to room temperature and the solids were filtered. The solids were added to a microwave vial followed by dichlorobenzene (12.00 mL). The vial was capped and heated to 250° C. for 15 minutes. The reaction was purified via silica gel MP... Reactants: N1=CC(=CC=C1)C=CC(=O)O (3-(3-pyridyl)-acrylic acid), C(C(=O)Cl)(=O)Cl (oxalyl chloride), N1C=C(C2=CC=CC=C12)C1CCN(CC1)CCCCN (4-[4-(1H-indol-3-yl)-piperidin-1-yl]-butylamine). Product: N1C=C(C2=CC=CC=C12)C1CCN(CC1)CCCCNC(C=CC=1C=NC=CC1)=O (N-{4-[4-(1H-indol-3-yl)-piperidin-1-yl]-butyl}-3-pyridin-3-yl-acrylamide). Reaction SMILES: [N:1]1[CH:6]=[CH:5][CH:4]=[C:3]([CH:7]=[CH:8][C:9]([OH:11])=O)[CH:2]=1.C(Cl)(=O)C(Cl)=O.[NH:18]1[C:26]2[C:21](=[CH:22][CH:23]=[CH:24][CH:25]=2)[C:20]([CH:27]2[CH2:32][CH2:31][N:30]([CH2:33][CH2:34][CH2:35][CH2:36][NH2:37])[CH2:29][CH2:28]2)=[CH:19]1>>[NH:18]1[C:26]2[C:21](=[CH:22][CH:23]=[CH:24][CH:25]=2)[C:20]([CH:27]2[CH2:28][CH2:29][N:30]([CH2:33][CH2:34][CH2:35][CH2:36][NH:37][C:9](=[O:11])[CH:8]=[CH:7][C:3]3[CH:2]=[N:1][CH:6]=[CH:5][CH:4]=3)[CH2:31][CH2:32]2)=[CH:19]1. Procedure details: Batch size: 6.3 g (42.5 mmol) 3-(3-pyridyl)-acrylic acid, 11 ml (127 mmol) oxalyl chloride and 10.5 g (38.7 mmol) 4-[4-(1H-indol-3-yl)-piperidin-1-yl]-butylamine. Reactants: Cl (hydrochloric acid), product, C(#N)C(C(=O)OCC)=CC1=CC=C(C=C1)CCC (Ethyl 2-cyano-3-(4-n-propylphenyl)acrylate), [Mg] (magnesium). Run in CO (methanol). Reaction conditions: temperature 30 celsius, time 6 hour. Yields the product C(#N)C(C(=O)OC)CC1=CC=C(C=C1)CCC (methyl 2-cyano-3-(4-n-propylphenyl)propionate). Isolated yield 59.0%. As a reaction SMILES: [C:1]([C:3](=[CH:9][C:10]1[CH:15]=[CH:14][C:13]([CH2:16][CH2:17][CH3:18])=[CH:12][CH:11]=1)[C:4]([O:6][CH2:7]C)=[O:5])#[N:2].[Mg].Cl>CO>[C:1]([CH:3]([CH2:9][C:10]1[CH:15]=[CH:14][C:13]([CH2:16][CH2:17][CH3:18])=[CH:12][CH:11]=1)[C:4]([O:6][CH3:7])=[O:5])#[N:2]. Procedure: A mixture of 20.50 g (84.3 mmole) of the product of Part (i), 8.75 g magnesium turnings and 200 ml methanol was stirred under a nitrogen atmosphere for six hours with periodic cooling to maintain a temperature of about 30° C. The mixture was acidified with hydrochloric acid, extracted with ethyl ether, the extracts washed with sodium bicarbonate solution, water, brine and dried over MgSO4. Evaporation of solvent gave 23.8 g of crude product which was purified by column chromatography on silica g... The reactants are [H][H], Oc1ccc(I)cc1, O=[N+]([O-])c1ccc(Oc2ccc(I)cc2)nc1, C1CCOC1, O. RXN SMILES: [H:26][H:27].[I:18][c:19]1[cH:20][cH:21][c:22]([OH:23])[cH:24][cH:25]1.[I:1][c:2]1[cH:3][cH:4][c:5]([O:6][c:7]2[n:8][cH:9][c:10]([N+:13]([O-:14])=[O:15])[cH:11][cH:12]2)[cH:16][cH:17]1.[O:28]1[CH2:29][CH2:30][CH2:31][CH2:32]1.[OH2:33]>>[I:1][c:2]1[cH:3][cH:4][c:5]([O:6][c:7]2[n:8][cH:9][c:10]([NH2:13])[cH:11][cH:12]2)[cH:16][cH:17]1. Yields the product Nc1ccc(Oc2ccc(I)cc2)nc1. Starting materials: CC(C=O)=CCC (2-methyl-2-pentenal), C1(CCCC1)[Mg]Cl (cyclopentyl magnesium chloride). Run at time 90 minute. The product is CC(=CCC)C(O)C1CCCC1 (Alpha-[1-Methyl-1-Butenyl]-Cyclopentanemetanol). As a reaction SMILES: [CH3:1][C:2](=[CH:5][CH2:6][CH3:7])[CH:3]=[O:4].[CH:8]1([Mg]Cl)[CH2:12][CH2:11][CH2:10][CH2:9]1>>[CH3:1][C:2]([CH:3]([CH:8]1[CH2:12][CH2:11][CH2:10][CH2:9]1)[OH:4])=[CH:5][CH2:6][CH3:7]. Reported procedure: To a dry 2 liter multi-neck round bottom flask fitted with an air stirrer, nitrogen inlet condenser and an addition funnel 800 ml of 2 M of cyclopentyl magnesium chloride was added and stirred. 139 g of 2-methyl-2-pentenal was added over the next 90 minutes. The reaction mixture was aged for another 90 minutes and the first sample was taken. 25 minutes later the reaction mixture was quenched with water, aged for 30 minutes and the organic layer was separated and washed with 2 one liter portions ... Starting materials: NC1=CC2=C(C(NC3=NC=CC=C23)=O)C=C1 (9-Amino-5H-benzo[c][1,8]naphthyridin-6-one), BrCCC(=O)OCC (ethyl 3-bromopropanoate). Yields the product O=C1NC2=NC=CC=C2C2=C1C=CC(=C2)NCCC(=O)OCC (Ethyl 3-(6-oxo-5,6-dihydrobenzo[c][1,8]naphthyridin-9-ylamino)propanoate). The yield is 66.3%. Reaction SMILES: [NH2:1][C:2]1[CH:16]=[CH:15][C:5]2[C:6](=[O:14])[NH:7][C:8]3[C:13]([C:4]=2[CH:3]=1)=[CH:12][CH:11]=[CH:10][N:9]=3.Br[CH2:18][CH2:19][C:20]([O:22][CH2:23][CH3:24])=[O:21]>>[O:14]=[C:6]1[C:5]2[CH:15]=[CH:16][C:2]([NH:1][CH2:18][CH2:19][C:20]([O:22][CH2:23][CH3:24])=[O:21])=[CH:3][C:4]=2[C:13]2[C:8](=[N:9][CH:10]=[CH:11][CH:12]=2)[NH:7]1. Reported procedure: The title compound was synthesized according to the procedure described for the preparation of Example 458 using 70 (100 mg, 0.47 mmol) and ethyl 3-bromopropanoate (0.01 mL, 0.57 mmol) to provide 459 (97 mg, 66% yield) as a white powder. LC-MS (M+H=312, obsd.=312). 1H NMR (400 MHz, DMSO-D6) δ 8.54 (dd, J=6.3, 14.0, 1H), 8.03 (d, J=8.7, 1H), 7.29 (m, 2H), 6.88 (d, J=6.8, 1H), 6.17 (s, 1H), 4.68 (t, J=7.5, 2H), 4.01 (q, J=7.1, 2H), 2.63 (dd, J=21.6, 29.0, 4H), 1.10 (t, J=7.1, 3H). Starting materials: CN(C)CCCl, CN(C)C=O, [H-], [Na+], Oc1ccc(Nc2nccc(-c3cccnc3)n2)cc1. The product is CN(C)CCOc1ccc(Nc2nccc(-c3cccnc3)n2)cc1. Reaction SMILES: [CH3:23][N:24]([CH2:25][CH2:26][Cl:27])[CH3:28].[CH3:29][N:30]([CH3:31])[CH:32]=[O:33].[H-:21].[Na+:22].[n:1]1[cH:2][c:3](-[c:7]2[n:8][c:9]([NH:13][c:14]3[cH:15][cH:16][c:17]([OH:20])[cH:18][cH:19]3)[n:10][cH:11][cH:12]2)[cH:4][cH:5][cH:6]1>>[n:1]1[cH:2][c:3](-[c:7]2[n:8][c:9]([NH:13][c:14]3[cH:15][cH:16][c:17]([O:20][CH2:26][CH2:25][N:24]([CH3:23])[CH3:28])[cH:18][cH:19]3)[n:10][cH:11][cH:12]2)[cH:4][cH:5][cH:6]1.